This data is from the Open Reaction Database (ORD), a public repository of structured organic reaction records. The task is: describe an organic reaction: reactants, conditions, products, and yield Starting materials: CCO, [H][H], CC(C)Cn1c(CN=[N+]=[N-])nc2c(N)nc3ccccc3c21. Yields the product CC(C)Cn1c(CN)nc2c(N)nc3ccccc3c21. RXN SMILES: [CH3:25][CH2:26][OH:27].[H:23][H:24].[N:1](=[N+:2]=[N-:3])[CH2:4][c:5]1[n:6]([CH2:19][CH:20]([CH3:21])[CH3:22])[c:7]2[c:8]([c:9]([NH2:17])[n:10][c:11]3[cH:12][cH:13][cH:14][cH:15][c:16]23)[n:18]1>>[NH2:1][CH2:4][c:5]1[n:6]([CH2:19][CH:20]([CH3:21])[CH3:22])[c:7]2[c:8]([c:9]([NH2:17])[n:10][c:11]3[cH:12][cH:13][cH:14][cH:15][c:16]23)[n:18]1. Starting materials: FCC(CF)N1CCC2=C(CC1)C=C(C(=C2)OC)N (3-(2-fluoro-1-fluoromethyl-ethyl)-8-methoxy-2,3,4,5-tetrahydro-1H-benzo[d]azepin-7-ylamine), ClC1=NC=C(C(=N1)NC1=C(C=CC=C1)S(=O)(=O)N(C)C)Cl (2-(2,5-dichloro-pyrimidin-4-ylamino)-N,N-dimethyl-benzenesulfonamide). The product is ClC=1C(=NC(=NC1)NC1=CC2=C(CCN(CC2)C(CF)CF)C=C1OC)NC1=C(C=CC=C1)S(=O)(=O)N(C)C (2-{5-Chloro-2-[3-(2-fluoro-1-fluoromethyl-ethyl)-8-methoxy-2,3,4,5-tetrahydro-1H-benzo[d]azepin-7-ylamino]-pyrimidin-4-ylamino}-N,N-dimethyl-benzenesulfonamide), foam. Yield: 60.0%. As a reaction SMILES: [F:1][CH2:2][CH:3]([N:6]1[CH2:12][CH2:11][C:10]2[CH:13]=[C:14]([NH2:19])[C:15]([O:17][CH3:18])=[CH:16][C:9]=2[CH2:8][CH2:7]1)[CH2:4][F:5].Cl[C:21]1[N:26]=[C:25]([NH:27][C:28]2[CH:33]=[CH:32][CH:31]=[CH:30][C:29]=2[S:34]([N:37]([CH3:39])[CH3:38])(=[O:36])=[O:35])[C:24]([Cl:40])=[CH:23][N:22]=1>>[Cl:40][C:24]1[C:25]([NH:27][C:28]2[CH:33]=[CH:32][CH:31]=[CH:30][C:29]=2[S:34]([N:37]([CH3:39])[CH3:38])(=[O:36])=[O:35])=[N:26][C:21]([NH:19][C:14]2[C:15]([O:17][CH3:18])=[CH:16][C:9]3[CH2:8][CH2:7][N:6]([CH:3]([CH2:2][F:1])[CH2:4][F:5])[CH2:12][CH2:11][C:10]=3[CH:13]=2)=[N:22][CH:23]=1. Procedure details: 2-{5-Chloro-2-[3-(2-fluoro-1-fluoromethyl-ethyl)-8-methoxy-2,3,4,5-tetrahydro-1H-benzo[d]azepin-7-ylamino]-pyrimidin-4-ylamino}-N,N-dimethyl-benzenesulfonamide was prepared from 3-(2-fluoro-1-fluoromethyl-ethyl)-8-methoxy-2,3,4,5-tetrahydro-1H-benzo[d]azepin-7-ylamine and 2-(2,5-dichloro-pyrimidin-4-ylamino)-N,N-dimethyl-benzenesulfonamide in an analogous manner to Example 308c. Product isolated as a white foam (60 mg, 60%). LCMS (m/e) 581 (M+H); 1H-NMR (CDCl3, 400 MHz) δ 9.35 (s, 1H), 8.54 (d, ... Reactants: COC(CN)OC, CCN=C=NCCCN(C)C, CCN(C(C)C)C(C)C, ClCCl, Cl, O=C(O)c1cc(C(F)(F)F)n[nH]1, On1nnc2ccccc21. The product is COC(CNC(=O)c1cc(C(F)(F)F)n[nH]1)OC. Reaction SMILES: [CH3:13][O:14][CH:15]([CH2:16][NH2:17])[O:18][CH3:19].[CH3:21][N:22]([CH3:23])[CH2:24][CH2:25][CH2:26][N:27]=[C:28]=[N:29][CH2:30][CH3:31].[CH:42]([N:43]([CH2:44][CH3:45])[CH:46]([CH3:47])[CH3:48])([CH3:49])[CH3:50].[Cl:51][CH2:52][Cl:53].[ClH:20].[F:1][C:2]([c:3]1[n:4][nH:5][c:6]([C:8](=[O:9])[OH:10])[cH:7]1)([F:11])[F:12].[OH:32][n:33]1[c:34]2[cH:35][cH:36][cH:37][cH:38][c:39]2[n:40][n:41]1>>[F:1][C:2]([c:3]1[n:4][nH:5][c:6]([C:8](=[O:10])[NH:17][CH2:16][CH:15]([O:14][CH3:13])[O:18][CH3:19])[cH:7]1)([F:11])[F:12]. Starting materials: C(Cl)(Cl)Cl (chloroform), NC=1SC(=CN1)CC (2-Amino-5-ethylthiazole), C(C)OC=C(C(=O)OCC)C(=O)OCC (diethyl ethoxymethylenemalonate), C(=O)(OCC)C(CNC=1SC(=CN1)CC)C(=O)OCC (2-(2,2-Dicarbethoxyethylamino)-5-ethylthiazole). Run in C(C)(=O)OCC (ethyl acetate), CCCCCC (hexane). Product: C(=O)(OCC)C(=CNC=1SC(=CN1)CC)C(=O)OCC (2-(2,2-Dicarbethoxyethenylamino)-5-ethylthiazole). Reaction SMILES: NC1SC(CC)=CN=1.C(OC=C(C(OCC)=O)C(OCC)=O)C.[C:24]([CH:29]([C:39]([O:41][CH2:42][CH3:43])=[O:40])[CH2:30][NH:31][C:32]1[S:33][C:34]([CH2:37][CH3:38])=[CH:35][N:36]=1)([O:26][CH2:27][CH3:28])=[O:25].C(Cl)(Cl)Cl>C(OCC)(=O)C.CCCCCC>[C:24]([C:29]([C:39]([O:41][CH2:42][CH3:43])=[O:40])=[CH:30][NH:31][C:32]1[S:33][C:34]([CH2:37][CH3:38])=[CH:35][N:36]=1)([O:26][CH2:27][CH3:28])=[O:25]. Reported procedure: 2-Amino-5-ethylthiazole (11.7 g., 91.3 mmoles) and diethyl ethoxymethylenemalonate (21.7 g., 100.43 mmoles) were combined and heated on a steam bath for 45 minutes. 2-(2,2-Dicarbethoxyethylamino)-5-ethylthiazole (27.2 g., Rf 0.6 and 0.7 respectively, on silica gel thin layer chromatography, with chloroform/1% ethanol and with 2:1 hexane:ethyl acetate as eluant) was obtained as an oil by cooling and used directly in the next step. Procedure details: 5-(1-Hydroxy-2-{4-[2-(1-oxo-1,3-dihydro-2-benzofuran-5-yl)ethyl]piperazin-1-yl}ethyl)-4-methyl-2-benzofuran-1(3H)-one was prepared in a similar fashion to that described for the synthesis of EXAMPLE 12 starting from 4-methyl-5-oxiran-2-yl-2-benzofuran-1(3H)-one and 5-(2-piperazin-1-ylethyl)-2-benzofuran-1(3H)-one. The reactants are CC1=C(C=CC=2C(OCC21)=O)C2OC2 (4-methyl-5-oxiran-2-yl-2-benzofuran-1(3H)-one), N1(CCNCC1)CCC1=CC2=C(C(OC2)=O)C=C1 (5-(2-piperazin-1-ylethyl)-2-benzofuran-1(3H)-one). Yields the product OC(CN1CCN(CC1)CCC1=CC2=C(C(OC2)=O)C=C1)C1=C(C2=C(C(OC2)=O)C=C1)C (5-(1-Hydroxy-2-{4-[2-(1-oxo-1,3-dihydro-2-benzofuran-5-yl)ethyl]piperazin-1-yl}ethyl)-4-methyl-2-benzofuran-1(3H)-one). As a reaction SMILES: [CH3:1][C:2]1[C:10]2[CH2:9][O:8][C:7](=[O:11])[C:6]=2[CH:5]=[CH:4][C:3]=1[CH:12]1[CH2:14][O:13]1.[N:15]1([CH2:21][CH2:22][C:23]2[CH:32]=[CH:31][C:26]3[C:27](=[O:30])[O:28][CH2:29][C:25]=3[CH:24]=2)[CH2:20][CH2:19][NH:18][CH2:17][CH2:16]1>>[OH:13][CH:12]([C:3]1[CH:4]=[CH:5][C:6]2[C:7](=[O:11])[O:8][CH2:9][C:10]=2[C:2]=1[CH3:1])[CH2:14][N:18]1[CH2:19][CH2:20][N:15]([CH2:21][CH2:22][C:23]2[CH:32]=[CH:31][C:26]3[C:27](=[O:30])[O:28][CH2:29][C:25]=3[CH:24]=2)[CH2:16][CH2:17]1. Starting materials: [N+](=O)([O-])C=1C=C(C2=CC=CC=C2C1)C(=O)OC (methyl 3-nitro-1-naphthoate), [Li+].[OH-] (LiOH). The solvent is CO.O (MeOH H2O). Run at time 8 hour. Yields the product [N+](=O)([O-])C=1C=C(C2=CC=CC=C2C1)C(=O)O (3-nitro-1-naphthoic acid). Yield: 91.3%. RXN SMILES: [N+:1]([C:4]1[CH:5]=[C:6]([C:14]([O:16]C)=[O:15])[C:7]2[C:12]([CH:13]=1)=[CH:11][CH:10]=[CH:9][CH:8]=2)([O-:3])=[O:2].[Li+].[OH-]>CO.O>[N+:1]([C:4]1[CH:5]=[C:6]([C:14]([OH:16])=[O:15])[C:7]2[C:12]([CH:13]=1)=[CH:11][CH:10]=[CH:9][CH:8]=2)([O-:3])=[O:2] |f:1.2,3.4|. Procedure details: To methyl 3-nitro-1-naphthoate (2.5 g, 0.011 mole) (Aldrich) in MeOH/H2O (40 ml) (1:1) was added LiOH (1.8 g, 4 equivalents). The solution was stirred overnight at room temperature. The solvent was removed under a stream of N2. The residue was dissolved in H2O and the solution acidified with concentrated HCl. The resulting precipitate was filtered, washed with H2O and dried to yield 3-nitro-1-naphthoic acid (2.18 g) as a white solid. Starting materials: COC(=O)NN, Cc1cc(Cl)nnc1-c1ccc(C#N)cc1, CCCCO, O. Product: COC(=O)NNc1cc(C)c(-c2ccc(C#N)cc2)nn1. Reaction SMILES: [C:17]([NH:18][NH2:19])(=[O:20])[O:21][CH3:22].[C:1](#[N:2])[c:3]1[cH:4][cH:5][c:6](-[c:9]2[c:10]([CH3:16])[cH:11][c:12]([Cl:15])[n:13][n:14]2)[cH:7][cH:8]1.[CH2:23]([OH:24])[CH2:25][CH2:26][CH3:27].[OH2:28]>>[C:1](#[N:2])[c:3]1[cH:4][cH:5][c:6](-[c:9]2[c:10]([CH3:16])[cH:11][c:12]([NH:19][NH:18][C:17](=[O:20])[O:21][CH3:22])[n:13][n:14]2)[cH:7][cH:8]1.